Dataset: the Open Reaction Database (ORD), a public repository of structured organic reaction records. Task: describe an organic reaction: reactants, conditions, products, and yield The reactants are C(CCCCCCCCCCCCCCC(C)C)(=O)OC(C)C (isopropyl isostearate), [H][H] (Hydrogen). The reagents and catalysts are [Cr].[Cu] (copper-chromium). Reaction conditions: temperature 275 celsius, time 7 hour. Yields the product C(CCCCCCCCCCCCCCC(C)C)O (isostearyl alcohol). Yield: 83.5%. RXN SMILES: [C:1](OC(C)C)(=[O:19])[CH2:2][CH2:3][CH2:4][CH2:5][CH2:6][CH2:7][CH2:8][CH2:9][CH2:10][CH2:11][CH2:12][CH2:13][CH2:14][CH2:15][CH:16]([CH3:18])[CH3:17].[H][H]>[Cr].[Cu]>[CH2:1]([OH:19])[CH2:2][CH2:3][CH2:4][CH2:5][CH2:6][CH2:7][CH2:8][CH2:9][CH2:10][CH2:11][CH2:12][CH2:13][CH2:14][CH2:15][CH:16]([CH3:17])[CH3:18] |f:2.3|. Procedure: Into a 20 liters autoclave were charged 4770 g of isopropyl isostearate [Emery 2310, commercially available from Emery Co., Ltd. U.S.A.] and 239 g of copper-chromium catalyst (product of Nikki Co., Ltd.). Hydrogen gas was charged into the reactor under a pressure of 150 kg/cm2 and the reaction mixture was heated up to 275° C. After hydrogenation under 150 kg/cm2 /275° C. for about 7 hours, the reaction product was cooled, followed by removing the catalyst residue by filtration to obtain 3500 g o... The reactants are CCNC(=O)Nc1nc2ccc(Cl)cc2s1, O=[N+]([O-])O, O=S(=O)(O)O. The product is CCNC(=O)Nc1nc2cc([N+](=O)[O-])c(Cl)cc2s1. As a reaction SMILES: [Cl:1][c:2]1[cH:3][c:4]2[c:5]([n:6][c:7]([NH:9][C:10](=[O:11])[NH:12][CH2:13][CH3:14])[s:8]2)[cH:15][cH:16]1.[OH:17][N+:18]([O-:19])=[O:20].[S:21](=[O:22])(=[O:23])([OH:24])[OH:25]>>[Cl:1][c:2]1[cH:3][c:4]2[c:5]([n:6][c:7]([NH:9][C:10](=[O:11])[NH:12][CH2:13][CH3:14])[s:8]2)[cH:15][c:16]1[N+:18](=[O:17])[O-:19]. Reactants: C1(=CC=CC=C1)CC(=O)O (2-phenylacetic acid), 1-(6-(2-chlorophenyl)-5-(4-chlorophenyl)pyridazin-3)hydrazine, ClC1=C(C=CC=C1)C1=C(C=C(N=N1)NNC(CC1CCCCC1)=O)C1=CC=C(C=C1)Cl (N′-(6-(2-chlorophenyl)-5-(4-chlorophenyl)pyridazin-3-yl)-2-cyclohexylacetohydrazide). The product is ClC1=C(C=CC=C1)C1=C(C=C(N=N1)N(N)C(CC1=CC=CC=C1)=O)C1=CC=C(C=C1)Cl (N-(6-(2-chlorophenyl)-5-(4-chlorophenyl)pyridazin-3-yl)-2-phenylacetohydrazide). The yield is 47.0%. RXN SMILES: [C:1]1([CH2:7][C:8]([OH:10])=O)[CH:6]=[CH:5][CH:4]=[CH:3][CH:2]=1.[Cl:11][C:12]1[CH:17]=[CH:16][CH:15]=[CH:14][C:13]=1[C:18]1[N:23]=[N:22][C:21]([NH:24][NH:25]C(=O)CC2CCCCC2)=[CH:20][C:19]=1[C:35]1[CH:40]=[CH:39][C:38]([Cl:41])=[CH:37][CH:36]=1>>[Cl:11][C:12]1[CH:17]=[CH:16][CH:15]=[CH:14][C:13]=1[C:18]1[N:23]=[N:22][C:21]([N:24]([C:8](=[O:10])[CH2:7][C:1]2[CH:2]=[CH:3][CH:4]=[CH:5][CH:6]=2)[NH2:25])=[CH:20][C:19]=1[C:35]1[CH:36]=[CH:37][C:38]([Cl:41])=[CH:39][CH:40]=1. Procedure details: The title compound (42 mg, 47%) as a white foam was prepared from 2-phenylacetic acid (41 mg, 0.3 mmol) and 1-(6-(2-chlorophenyl)-5-(4-chlorophenyl)pyridazin-3)hydrazine (66 mg, 0.2 mmol) according to the procedures described for N′-(6-(2-chlorophenyl)-5-(4-chlorophenyl)pyridazin-3-yl)-2-cyclohexylacetohydrazide (Example 7A). HPLC/MS (method A): retention time=3.30 min, (M+H)+=449.2. Reactants: 1,4-bis-(4',4"-dihydroxytriphenylmethyl)-benzene, polycarbonates, 2,4-bis-(4-hyroxyphenyl 4-isopropyl)-phenol, C1(O)=CC(O)=CC(O)=C1 (phloroglucinol), OC1=C(C(=O)O)C=CC(=C1)O (2,4-dihydroxybenzoic acid), CC(CC(C)C1=CC=C(C=C1)O)(CC(C)(C1=CC=C(C=C1)O)C)C1=CC=C(C=C1)O (4,6-dimethyl-2,4,6-tri-(4-hydroxyphenyl)-heptane), OC1=CC=C(C=C1)C(C)(C)C1=C(C=C(C=C1)O)O (2-(4-hydroxyphenyl)-2-(2,4-dihydroxyphenyl)-propane), OC1=CC=C(C=C1)C(C1=CC=CC=C1)(C1=CC=C(C=C1)O)C1=CC=C(C=C1)O (tri-(4-hydroxyphenyl)-phenyl methane), OC1=C(CC2=C(C(=CC(=C2)C)CC2=C(C=CC(=C2)C)O)O)C=C(C=C1)C (2,6-bis-(2'-hydroxy-5-methylbenzyl)-4-methylphenol), 2,2-bis-[4,4-(4,4'-dihydroxydiphenyl)-cyclohexyl]-propane, OC1=CC=C(C=C1)C(C)(C1=CC=C(C=C1)O)C1=CC=C(C=C1)O (1,1,1-tri-(4-hydroxyphenyl)-ethane), bisphenols, Polycarbonates, OC1=CC=C(C=C1)C1=CC(=CC(=C1)C1=CC=C(C=C1)O)C1=CC=C(C=C1)O (1,3,5-tri-(4-hydroxyphenyl)-benzene). The product is OC1=CC=C(C=C1)C(C)(C)C1=CC=C(C=C1)C(C)(C)C1=CC=C(C=C1)O (α,α'-bis-(4-hydroxyphenyl)-p-diisopropylbenzene). Reaction SMILES: [C:1]1([CH:9]=[C:7]([OH:8])[CH:6]=[C:4](O)[CH:3]=1)O.CC(C1C=CC(O)=CC=1)([CH2:22][C:23]([CH3:32])([C:25]1[CH:30]=[CH:29][C:28]([OH:31])=[CH:27][CH:26]=1)[CH3:24])CC(C1C=CC(O)=CC=1)C.OC1[CH:46]=[CH:45][C:44]([C:47]2[CH:52]=C(C3C=CC(O)=CC=3)C=C(C3C=CC(O)=CC=3)[CH:48]=2)=[CH:43][CH:42]=1.OC1C=CC(C(C2C=CC(O)=CC=2)(C2C=CC(O)=CC=2)C)=CC=1.OC1C=CC(C(C2C=CC(O)=CC=2)(C2C=CC(O)=CC=2)C2C=CC=CC=2)=CC=1.OC1C=CC(C)=CC=1CC1C=C(C)C=C(CC2C=C(C)C=CC=2O)C=1O.OC1C=C(O)C=CC=1C(O)=O.OC1C=CC(C(C2C=CC(O)=CC=2O)(C)C)=CC=1>>[OH:31][C:28]1[CH:27]=[CH:26][C:25]([C:23]([C:22]2[CH:46]=[CH:45][C:44]([C:47]([C:3]3[CH:4]=[CH:6][C:7]([OH:8])=[CH:9][CH:1]=3)([CH3:52])[CH3:48])=[CH:43][CH:42]=2)([CH3:32])[CH3:24])=[CH:30][CH:29]=1. Procedure details: The polycarbonates may be branched by the incorporation of small quantities of polyhydroxy compounds, for example from 0.05 to 2.0 mole % (based on the bisphenols used). Polycarbonates of this type are described, for example, in German Offelengungsschrifts Nos. 1,570,533; 2,116,974; 2,113,347; in British Patent Nos. 885,442; 1,079,821 and in U.S. Pat. No. 3,544,514. Some of the polyhydroxy compounds which may be used are, for example, phloroglucinol, 4,6-dimethyl-2,4,6-tri-(4-hydroxyphenyl)-hept... Starting materials: Cl (hydrochloric acid), C1=CC2=C3C(=CC=C4C5=CC=CC6=CC=CC(C1=C34)=C56)C(=O)OC2=O (perylene-3,4-dicarboxylic anhydride), C(C)(C)(C)C1=CC=C(N)C=C1 (4-t-butylaniline), N1C=NC=C1 (imidazole). The reagents and catalysts are O.O.C(C)(=O)[O-].[Zn+2].C(C)(=O)[O-] (zinc acetate dihydrate). Solvent: C(C)O (ethanol), C(C)O (ethanol). The product is C(C)(C)(C)C1=CC=C(C=C1)N1C(=O)C=2C=CC=3C=4C=CC=C5C=CC=C(C6=CC=C(C2C63)C1=O)C54 (N-(4-t-butylphenyl)perylene-3,4-dicarboximide). The yield is 81.3%. Reaction SMILES: [CH:1]1[C:18]2=[C:19]3[C:8]([C:9]4[C:20]5[C:13](=[CH:14][CH:15]=[CH:16][C:17]2=5)[CH:12]=[CH:11][CH:10]=4)=[CH:7][CH:6]=[C:5]2[C:21]([O:23][C:24](=O)[C:3](=[C:4]23)[CH:2]=1)=[O:22].[C:26]([C:30]1[CH:36]=[CH:35][C:33]([NH2:34])=[CH:32][CH:31]=1)([CH3:29])([CH3:28])[CH3:27].N1C=CN=C1.Cl>O.O.C([O-])(=O)C.[Zn+2].C([O-])(=O)C.C(O)C>[C:26]([C:30]1[CH:31]=[CH:32][C:33]([N:34]2[C:21](=[O:22])[C:5]3[C:4]4[C:19]5[C:8](=[CH:7][CH:6]=3)[C:9]3[C:20]6[C:13]([CH:12]=[CH:11][CH:10]=3)=[CH:14][CH:15]=[CH:16][C:17]=6[C:18]=5[CH:1]=[CH:2][C:3]=4[C:24]2=[O:23])=[CH:35][CH:36]=1)([CH3:29])([CH3:27])[CH3:28] |f:4.5.6.7.8|. Procedure details: 0.70 g (2.17 mmol) of perylene-3,4-dicarboxylic anhydride is mixed with 0.49 g (3.28 mmol) of 4-t-butylaniline, 3.00 g of imidazole and 0.10 g of zinc acetate dihydrate and the mixture is heated at 140°-150° C. for 5 h. While still hot, the mixture is treated with 100 ml of ethanol, and then 200 ml of 10% hydrochloric acid are added. The red suspension is heated until all the ethanol has evaporated, and the product is then filtered off with suction. The red-brown residue is boiled in 10% potassi... The reactants are CS(=O)(=O)OC1CCN(c2nc(C(N)=O)cs2)CC1, CC([O-])=S, CN(C)C=O, [K+]. The product is CC(=O)SC1CCN(c2nc(C(N)=O)cs2)CC1. RXN SMILES: [C:1]([NH2:2])(=[O:3])[c:4]1[n:5][c:6]([N:9]2[CH2:10][CH2:11][CH:12]([O:15][S:16]([CH3:17])(=[O:18])=[O:19])[CH2:13][CH2:14]2)[s:7][cH:8]1.[C:20]([CH3:21])(=[S:22])[O-:23].[CH3:25][N:26]([CH3:27])[CH:28]=[O:29].[K+:24]>>[C:1]([NH2:2])(=[O:3])[c:4]1[n:5][c:6]([N:9]2[CH2:10][CH2:11][CH:12]([S:22][C:20]([CH3:21])=[O:23])[CH2:13][CH2:14]2)[s:7][cH:8]1.